This data is from the Open Reaction Database (ORD), a public repository of structured organic reaction records. The task is: describe an organic reaction: reactants, conditions, products, and yield The reactants are O1C(NC[C@@]12CN1CCC2CC1)=O ((S)-spiro[1-azabicyclo[2.2.2]octan-3,5′-oxazolidin]-2′-one), BrC=1OC(=C(C1)Br)[Si](C)(C)C (2,4-dibromo-5-(trimethylsilyl)furan). The product is BrC=1C=C(OC1[Si](C)(C)C)N1C(O[C@@]2(C1)CN1CCC2CC1)=O ((R)-3′-[4-Bromo-5-(trimethylsilyl)furan-2-yl]spiro[1-azabicyclo[2.2.2]octan-3,5′-oxazolidin]-2′-one). Reaction SMILES: [O:1]1[C@@:5]2([CH:10]3[CH2:11][CH2:12][N:7]([CH2:8][CH2:9]3)[CH2:6]2)[CH2:4][NH:3][C:2]1=[O:13].Br[C:15]1[O:16][C:17]([Si:21]([CH3:24])([CH3:23])[CH3:22])=[C:18]([Br:20])[CH:19]=1>>[Br:20][C:18]1[CH:19]=[C:15]([N:3]2[CH2:4][C@:5]3([CH:10]4[CH2:11][CH2:12][N:7]([CH2:8][CH2:9]4)[CH2:6]3)[O:1][C:2]2=[O:13])[O:16][C:17]=1[Si:21]([CH3:24])([CH3:23])[CH3:22]. Reported procedure: The title compound was prepared by a method analogous to that described in Preparation 3 from (S)-spiro[1-azabicyclo[2.2.2]octan-3,5′-oxazolidin]-2′-one and 2,4-dibromo-5-(trimethylsilyl)furan. The title compound (577 mg) was obtained as a pale yellow solid, m/z 399, 401 (MH+). The solvent is C1CCOC1 (THF). The yield is 83.5%. Starting materials: [H-].[Na+] (sodium hydride), C(CC(=O)OCC)(=O)OCC (diethyl malonate), ClC1=CC=C2C(=CC=NC2=N1)NC1=C(C=CC(=C1)C)SC1=CC=C(C=C1)NC(C)=O (N-{4-[2-(7-Chloro-[1,8]naphthyridin-4-ylamino)-4-methyl-phenylsulfanyl]-phenyl}-acetamide). As a reaction SMILES: [H-].[Na+].[C:3]([O:11][CH2:12][CH3:13])(=[O:10])[CH2:4][C:5]([O:7][CH2:8][CH3:9])=[O:6].Cl[C:15]1[N:24]=[C:23]2[C:18]([C:19]([NH:25][C:26]3[CH:31]=[C:30]([CH3:32])[CH:29]=[CH:28][C:27]=3[S:33][C:34]3[CH:39]=[CH:38][C:37]([NH:40][C:41](=[O:43])[CH3:42])=[CH:36][CH:35]=3)=[CH:20][CH:21]=[N:22]2)=[CH:17][CH:16]=1>C1COCC1>[CH2:12]([O:11][C:3](=[O:10])[CH:4]([C:15]1[CH:16]=[CH:17][C:18]2[C:23](=[N:22][CH:21]=[CH:20][C:19]=2[NH:25][C:26]2[CH:31]=[C:30]([CH3:32])[CH:29]=[CH:28][C:27]=2[S:33][C:34]2[CH:39]=[CH:38][C:37]([NH:40][C:41](=[O:43])[CH3:42])=[CH:36][CH:35]=2)[N:24]=1)[C:5]([O:7][CH2:8][CH3:9])=[O:6])[CH3:13] |f:0.1|. Procedure details: To a slurry of sodium hydride (95%, 0.045 g, 1.8 mmol) in 10 mL anhydrous THF at 0° C. under an atmosphere of N2 was added diethyl malonate (0.32 g, 2.0 mmol) dropwise. The mixture was stirred for 30 minutes at ambient temperature, treated with the product from Example 23a (0.141 g, 0.3 mmol), heated at 110° C. for two hours, cooled and partitioned between EtOAc and water. The ethyl acetate layer was washed with saturated brine, dried over sodium sulfate, filtered and concentrated giving the tit... The product is C(C)OC(C(C(=O)OCC)C1=NC2=NC=CC(=C2C=C1)NC1=C(C=CC(=C1)C)SC1=CC=C(C=C1)NC(C)=O)=O (2-{5-[2-(4-Acetylamino-phenylsulfanyl)-5-methyl-phenylamino]-[1,8]naphthyridin-2-yl}-malonic acid diethyl ester). Reaction conditions: time 30 minute.